Dataset: the Open Reaction Database (ORD), a public repository of structured organic reaction records. Task: describe an organic reaction: reactants, conditions, products, and yield As a reaction SMILES: [Br:1][c:2]1[cH:3][cH:4][c:5](-[c:8]2[o:9][cH:10][c:11]([CH2:13][Cl:14])[n:12]2)[cH:6][cH:7]1.[CH3:15][CH:16]1[NH:17][CH2:18][CH2:19][CH2:20][CH2:21]1>>[Br:1][c:2]1[cH:3][cH:4][c:5](-[c:8]2[o:9][cH:10][c:11]([CH2:13][N:17]3[CH:16]([CH3:15])[CH2:21][CH2:20][CH2:19][CH2:18]3)[n:12]2)[cH:6][cH:7]1. Starting materials: ClCc1coc(-c2ccc(Br)cc2)n1, CC1CCCCN1. The product is CC1CCCCN1Cc1coc(-c2ccc(Br)cc2)n1. Starting materials: C([O-])([O-])=O.[Na+].[Na+] (sodium carbonate), COC=1C=CC2=C(OC3=C(C(C2)N2CCNCC2)C=C(C=C3)C)C1 (1-[10,11 -dihydro-3-methoxy-8-methyl-dibenz[b,f]oxepin-10-yl]-piperazine), C(C#C)Br (propargyl bromide). Solvent: C(CCC)O (butanol), C(CCC)O (butanol). Conditions: time 20 hour. Product: C(#CC)C1NCCNC1 (2-propynylpiperazine). Reaction SMILES: C(=O)([O-])[O-].[Na+].[Na+].COC1C=CC2CC([N:19]3[CH2:24][CH2:23][NH:22][CH2:21][CH2:20]3)C3C=C(C)C=CC=3OC=2C=1.[CH2:31](Br)[C:32]#[CH:33]>C(O)CCC>[C:31]([CH:21]1[CH2:20][NH:19][CH2:24][CH2:23][NH:22]1)#[C:32][CH3:33] |f:0.1.2|. Procedure: 3.8 G. of sodium carbonate are added to a solution of 10 g. of 1-[10,11 -dihydro-3-methoxy-8-methyl-dibenz[b,f]oxepin-10-yl]-piperazine in 55 ml. of butanol and then a solution of 2.5 ml. of propargyl bromide in 20 ml. of butanol is added dropwise. Then, the mixture is stirred for 20 hours at room temperature and the solvent is removed by distillation under reduced pressure. After working-up in an analogous manner to that described in Example 13, there is isolated crude 1-[10,11-dihydro-3-methox... Starting materials: CCN=C=NCCCN(C)C, CN(C)c1ccncc1, CCOC(C)=O, OCC1CC1, Cl, Cc1cc(F)ncc1C(=O)O, CN(C)C=O. Product: Cc1cc(F)ncc1C(=O)OCC1CC1. Reaction SMILES: [CH3:18][N:19]([CH3:20])[CH2:21][CH2:22][CH2:23][N:24]=[C:25]=[N:26][CH2:27][CH3:28].[CH3:29][N:30]([CH3:31])[c:32]1[cH:33][cH:34][n:35][cH:36][cH:37]1.[CH3:43][CH2:44][O:45][C:46](=[O:47])[CH3:48].[CH:12]1([CH2:15][OH:16])[CH2:13][CH2:14]1.[ClH:17].[F:1][c:2]1[cH:3][c:4]([CH3:11])[c:5]([C:8](=[O:9])[OH:10])[cH:6][n:7]1.[O:38]=[CH:39][N:40]([CH3:41])[CH3:42]>>[F:1][c:2]1[cH:3][c:4]([CH3:11])[c:5]([C:8](=[O:9])[O:10][CH2:15][CH:12]2[CH2:13][CH2:14]2)[cH:6][n:7]1. Procedure: The compound prepared in Example 3 was reacted with thiophen-2-ylmethyl-amine according to the method as described in Example 4 and the obtained compound was treated as described in Example 14 to prepare the title compound (yield 89%). As a reaction SMILES: [CH2:1]([O:3][C:4]([C:6]1[CH:7]=[N:8][C:9]2[C:14]([C:15]=1Cl)=[CH:13][CH:12]=[CH:11][C:10]=2[N+:17]([O-])=O)=[O:5])[CH3:2].[S:20]1[CH:24]=[CH:23][CH:22]=[C:21]1[CH2:25][NH2:26]>>[CH2:1]([O:3][C:4]([C:6]1[CH:7]=[N:8][C:9]2[C:14]([C:15]=1[NH:26][CH2:25][C:21]1[S:20][CH:24]=[CH:23][CH:22]=1)=[CH:13][CH:12]=[CH:11][C:10]=2[NH2:17])=[O:5])[CH3:2]. Yield: 89.0%. The product is C(C)OC(=O)C=1C=NC2=C(C=CC=C2C1NCC=1SC=CC1)N (8-Amino-4-[(thiophen-2-ylmethyl)-amino]-quinoline-3-carboxylic acid ethyl ester). Reactants: C(C)OC(=O)C=1C=NC2=C(C=CC=C2C1Cl)[N+](=O)[O-] (8-nitro-4-chloro-quinoline-3-carboxylic acid ethyl ester), S1C(=CC=C1)CN (thiophen-2-ylmethyl-amine). The reactants are Cl.COC([C@H](NC)CS)=O ((S)-methyl-L-cysteine methylester hydrochloride), BrCC1=NC2=CC=CC=C2C=C1 (2-bromomethylquinoline), C([O-])(O)=O.[Na+] (sodium bicarbonate). Solvent: CN(C)C=O (DMF). Yields the product N1=C(C=CC2=CC=CC=C12)CN([C@](CS)(C(=O)O)C)CC1=NC2=CC=CC=C2C=C1 (N,N-bis[(2-quinolyl)methyl]-(S)-methly-L-cysteine), ligand. Isolated yield 82.0%. RXN SMILES: Cl.CO[C:4](=O)[C@@H:5]([CH2:8][SH:9])[NH:6][CH3:7].Br[CH2:12][C:13]1[CH:22]=[CH:21][C:20]2[C:15](=[CH:16][CH:17]=[CH:18][CH:19]=2)[N:14]=1.[C:23](=[O:26])(O)[O-:24].[Na+]>CN(C=O)C>[N:14]1[C:15]2[C:20](=[CH:19][CH:18]=[CH:17][CH:16]=2)[CH:21]=[CH:22][C:13]=1[CH2:12][N:6]([CH2:7][C:13]1[CH:22]=[CH:21][C:20]2[C:15](=[CH:16][CH:17]=[CH:18][CH:19]=2)[N:14]=1)[C@@:5]([CH3:4])([C:23]([OH:24])=[O:26])[CH2:8][SH:9] |f:0.1,3.4|. Procedure: The ligand N,N-bis[(2-quinolyl)methyl]-(S)-methly-L-cysteine was prepared from the dropwise addition of (S)-methyl-L-cysteine methylester hydrochloride (2.0 g, 10.8 mmol) in 10 mL DMF to a stirring solution of 2-bromomethylquinoline (4.8 g, 21.6 mmol) and sodium bicarbonate (4.1 g, 49 mmol) in 40 mL. The mixture was allowed to react for 4 h at 80° C. Evaporation of the solvent followed by column chromatography with 3:1 hexancs: ethyl acetate (Rf 0.3) afforded the ester of the ligand (1.7 g, 82%)... Starting materials: OO (hydrogen peroxide), CC(C)(C(C)(O)C)O (2,3-dimethyl-2,3-butandiol), CC(=C)C(C)C (2,3-dimethylbutene), C(=O)O (formic acid), CC(=C)C(C)C (2,3-dimethylbutene), OO (hydrogen peroxide), C(=O)O (formic acid). Product: C(=O)OC(C)(C)C(C)(C)O (pinacol monoformate). Reaction SMILES: [CH3:1][C:2]([OH:8])([C:4]([CH3:7])([OH:6])[CH3:5])[CH3:3].CC(C(C)C)=C.OO.[CH:17](O)=[O:18]>>[CH:17]([O:6][C:4]([C:2]([OH:8])([CH3:3])[CH3:1])([CH3:7])[CH3:5])=[O:18]. Procedure details: A process for preparing 2,3-dimethyl-2,3-butandiol which comprises introducing into a reaction vessel containing formic acid at 50° to 70° C. while stirred, 2,3-dimethylbutene and hydrogen peroxide, said 2,3-dimethylbutene and hydrogen peroxide being introduced into said formic acid simultaneously but separately and thereafter hydrolyzing pinacol monoformate so formed. The reactants are C(Cl)Cl (methylene chloride), three, O1CCCC=C1 (2,3-dihydropyran), OC1=CC=C(C(=O)O)C=C1 (p-hydroxybenzoic acid). The reagents and catalysts are C1(=CC=C(C=C1)S(=O)(=O)[O-])C.[NH+]1=CC=CC=C1 (pyridinium p-toluenesulfonate). Solvent: CCOCC (ether). Run at time 3 hour. Yields the product O1C(CCCC1)OC1=CC=C(C(=O)O)C=C1 (p-tetrahydropyranyloxy benzoic acid). Yield: 86.2%. As a reaction SMILES: [O:1]1[CH:6]=[CH:5][CH2:4][CH2:3][CH2:2]1.[OH:7][C:8]1[CH:16]=[CH:15][C:11]([C:12]([OH:14])=[O:13])=[CH:10][CH:9]=1.C(Cl)Cl>C1(C)C=CC(S([O-])(=O)=O)=CC=1.[NH+]1C=CC=CC=1.CCOCC>[O:1]1[CH2:2][CH2:3][CH2:4][CH2:5][CH:6]1[O:7][C:8]1[CH:16]=[CH:15][C:11]([C:12]([OH:14])=[O:13])=[CH:10][CH:9]=1 |f:3.4|. Reported procedure: Into a 300 ml three neck flask were charged 25.4 g of 2,3-dihydropyran (reagent, manufactured by Tokyo Kasei Kogyo Co., Ltd.), 41.4 g of p-hydroxybenzoic acid (reagent, manufactured by Tokyo Kasei Kogyo Co., Ltd.), and 3.7 g of pyridinium p-toluenesulfonate (reagent, manufactured by Tokyo Kasei Kogyo Co., Ltd.). The mixture was dissolved after addition of 20 ml of methylene chloride and 80 ml of absolute ether. After the mixture was vigorously stirred for about 3 hours, it was extracted 3 times ... Reaction SMILES: [Br:1][C:2]1[C:10]2[O:9][CH2:8][CH2:7][C:6]=2[CH:5]=[CH:4][CH:3]=1.O.[C:12]1([CH3:22])[CH:17]=[CH:16][C:15]([S:18](O)(=[O:20])=[O:19])=[CH:14][CH:13]=1.CS(OCCCCOS(C)(=O)=O)(=O)=O.O=P12OP3(OP(OP(O3)(O1)=O)(=O)O2)=O>>[Br:1][C:2]1[C:10]2[O:9][CH2:8][CH2:7][C:6]=2[CH:5]=[C:4]([S:18]([C:15]2[CH:16]=[CH:17][C:12]([CH3:22])=[CH:13][CH:14]=2)(=[O:20])=[O:19])[CH:3]=1 |f:1.2|. Yield: 113.2%. Procedure details: 7-Bromo-1,2-dihydrobenzofuran (64 mg, 0.3 mmol; Intermediate 77) and para-toluenesulfonic acid monohydrate (62 mg, 0.3 mmol) were mixed and then a 1:10 mixture (by weight) of methanesulfonic and phosphorous pentoxide (1 mL) was added. The resultant mixture was stirred over night at room temperature and was then poured onto ice/water. The obtained crystalline material was filtered and dried to give 120 mg of the title product. 1H NMR (400 MHz, CDCl3) δ 2.40 (s, 3H), 3.33 (t, 2H), 4.73 (t, 2H), 7.... Product: BrC1=CC(=CC=2CCOC21)S(=O)(=O)C2=CC=C(C=C2)C (7-Bromo-5-[(4-methylphenyl)sulfonyl]-2,3-dihydro-1-benzofuran). Starting materials: BrC1=CC=CC=2CCOC21 (7-Bromo-1,2-dihydrobenzofuran), BrC1=CC=CC=2CCOC21 (7-Bromo-1,2-dihydrobenzofuran), O.C1(=CC=C(C=C1)S(=O)(=O)O)C (para-toluenesulfonic acid monohydrate), CS(=O)(=O)OCCCCOS(=O)(=O)C (methanesulfonic), O=P12OP3(=O)OP(=O)(O1)OP(=O)(O2)O3 (phosphorous pentoxide), resultant mixture. Starting materials: C(C)(C)(C)OC(=O)N1CCC(CC1)CCCN1C(C=2N3C(C=CC=C13)=NC2)=O (1,2-dihydro-1-[3-(1tert-butoxycarbonylpiperidin-4-yl)propan-1-yl]-1,4,7b-triazacyclopent[cd]inden-2-one), Cl (hydrochloric acid). Solvent: C(C)O (ethanol). Conditions: time 1 hour. The product is Cl.Cl.N1CCC(CC1)CCCCN1C(C=2N3C(C=CC=C13)=NC2)=O (1,2-dihydro-1-[3-(piperidin-4-ylmethyl)propan-1-yl]-1,4,7b-triazacyclopent[cd]inden-2-one dihydrochloride). The yield is 84.5%. Reaction SMILES: C(OC(N1[CH2:13][CH2:12][CH:11]([CH2:14][CH2:15][CH2:16][N:17]2[C:25]3[N:20]4[C:21](=[N:26][CH:27]=[C:19]4[C:18]2=[O:28])[CH:22]=[CH:23][CH:24]=3)CC1)=O)(C)(C)C.[ClH:29]>C(O)C>[ClH:29].[ClH:29].[NH:17]1[CH2:18][CH2:13][CH:12]([CH2:11][CH2:14][CH2:15][CH2:16][N:17]2[C:25]3[N:20]4[C:21](=[N:26][CH:27]=[C:19]4[C:18]2=[O:28])[CH:22]=[CH:23][CH:24]=3)[CH2:15][CH2:16]1 |f:3.4.5|. Procedure: To a solution prepared by dissolving 3.82 g (9.94 mM) of 1,2-dihydro-1-[3-(1tert-butoxycarbonylpiperidin-4-yl)propan-1-yl]-1,4,7b-triazacyclopent[cd]inden-2-one in 50 ml of ethanol was added 10 ml (122 mM) of 12N-hydrochloric acid and the mixture was stirred at room temperature for 1 hour. After completion of the reaction, the reaction mixture was concentrated under reduced pressure and the resulting precipitate was recovered by filtration. The precipitate was rinsed with small amounts of ethano... Reactants: crude product, Cl.Cl.NC(CC(=O)C=1C=NC=CC1Cl)C (3-amino-1-(4-chloropyridin-3-yl)butan-1-one dihydrochloride), C(C)(C)N(CC)C(C)C (diisopropylethylamine). The solvent is O (water), N-dimethylformamide. Run at time 1 hour. Product: O=C1CC(NC2=CC=NC=C12)C (4-oxo-2-methyl-2,3-dihydro-1H-[1,6]naphthyridine). Reaction SMILES: Cl.Cl.[NH2:3][CH:4]([CH3:15])[CH2:5][C:6]([C:8]1[CH:9]=[N:10][CH:11]=[CH:12][C:13]=1Cl)=[O:7].C(N(C(C)C)CC)(C)C>O>[O:7]=[C:6]1[C:8]2[C:13](=[CH:12][CH:11]=[N:10][CH:9]=2)[NH:3][CH:4]([CH3:15])[CH2:5]1 |f:0.1.2|. Procedure: [Step 3] 64 mg of the crude product of 3-amino-1-(4-chloropyridin-3-yl)butan-1-one dihydrochloride were dissolved in 2 mL of N-dimethylformamide followed by adding 0.18 mL of diisopropylethylamine while cooling with ice and stirring for 1 hour at room temperature. This was followed by additionally stirring overnight at 100° C. Following completion of the reaction, water was added followed by extracting three times with chloroform. After washing with saturated brine and dehydrating with anhydrous...